Dataset: the Open Reaction Database (ORD), a public repository of structured organic reaction records. Task: describe an organic reaction: reactants, conditions, products, and yield Starting materials: C(C1=CC=CC=C1)OC(=O)N(C12CCC(CC1)(CC2)C(=O)ON2N=NC1=C2C=CC=C1)CC(=O)N1[C@@H](C[C@@H](C1)F)C#N ((2S,4S)-1-[[N-benzyloxycarbonyl-N-[4-(benzotriazol-1-yl)oxycarbonylbicyclo[2.2.2]oct-1-yl]amino]acetyl]-4-fluoropyrrolidine-2-carbonitrile), C(CCCCCCC)N (octylamine). Yields the product C(C1=CC=CC=C1)OC(=O)N(C12CCC(CC1)(CC2)C(=O)NCCCCCCCC)CC(=O)N2[C@@H](C[C@@H](C2)F)C#N ((2S,4S)-1-[[N-benzyloxycarbonyl-N-[4-(N-octylamino)carbonylbicyclo[2.2.2]oct-1-yl]amino]acetyl]-4-fluoropyrrolidine-2-carbonitrile). RXN SMILES: [CH2:1]([O:8][C:9]([N:11]([CH2:32][C:33]([N:35]1[CH2:39][C@@H:38]([F:40])[CH2:37][C@H:36]1[C:41]#[N:42])=[O:34])[C:12]12[CH2:19][CH2:18][C:15]([C:20]([O:22]N3C4C=CC=CC=4N=N3)=O)([CH2:16][CH2:17]1)[CH2:14][CH2:13]2)=[O:10])[C:2]1[CH:7]=[CH:6][CH:5]=[CH:4][CH:3]=1.[CH2:43]([NH2:51])[CH2:44][CH2:45][CH2:46][CH2:47][CH2:48][CH2:49][CH3:50]>>[CH2:1]([O:8][C:9]([N:11]([CH2:32][C:33]([N:35]1[CH2:39][C@@H:38]([F:40])[CH2:37][C@H:36]1[C:41]#[N:42])=[O:34])[C:12]12[CH2:13][CH2:14][C:15]([C:20]([NH:51][CH2:43][CH2:44][CH2:45][CH2:46][CH2:47][CH2:48][CH2:49][CH3:50])=[O:22])([CH2:16][CH2:17]1)[CH2:18][CH2:19]2)=[O:10])[C:2]1[CH:3]=[CH:4][CH:5]=[CH:6][CH:7]=1. Procedure details: In a similar manner to Example 4, (2S,4S)-1-[[N-benzyloxycarbonyl-N-[4-(benzotriazol-1-yl)oxycarbonylbicyclo[2.2.2]oct-1-yl]amino]acetyl]-4-fluoropyrrolidine-2-carbonitrile (50.0 mg) and octylamine (15.0 μL) were used to obtain (2S,4S)-1-[[N-benzyloxycarbonyl-N-[4-(N-octylamino)carbonylbicyclo[2.2.2]oct-1-yl]amino]acetyl]-4-fluoropyrrolidine-2-carbonitrile (42.4 mg). The reactants are CC(C)(C)OC(=O)N1CC(O)CC1C(=O)O, CI, CN(C)C=O, [H-], [Na+], O. Yields the product COC1CC(C(=O)O)N(C(=O)OC(C)(C)C)C1. RXN SMILES: [C:1]([CH3:2])([CH3:3])([CH3:4])[O:5][C:6](=[O:7])[N:8]1[CH:9]([C:10](=[O:11])[OH:12])[CH2:13][CH:14]([OH:16])[CH2:15]1.[CH3:19][I:20].[CH3:22][N:23]([CH3:24])[CH:25]=[O:26].[H-:17].[Na+:18].[OH2:21]>>[C:1]([CH3:2])([CH3:3])([CH3:4])[O:5][C:6](=[O:7])[N:8]1[CH:9]([C:10](=[O:11])[OH:12])[CH2:13][CH:14]([O:16][CH3:19])[CH2:15]1. Starting materials: CSc1nccc(-c2c(-c3cccc(Br)c3)nc(-c3c(Cl)cccc3Cl)n2O)n1, O=Cc1c(Cl)cc(O)cc1Cl. Yields the product CSc1nccc(-c2c(-c3cccc(Br)c3)nc(-c3c(Cl)cc(O)cc3Cl)n2O)n1. Reaction SMILES: [Cl:1][c:2]1[c:3](-[c:9]2[n:10]([OH:29])[c:11](-[c:21]3[n:22][c:23]([S:27][CH3:28])[n:24][cH:25][cH:26]3)[c:12](-[c:14]3[cH:15][c:16]([Br:20])[cH:17][cH:18][cH:19]3)[n:13]2)[c:4]([Cl:8])[cH:5][cH:6][cH:7]1.[Cl:30][c:31]1[cH:32][c:33]([OH:35])[cH:36][c:37]([Cl:38])[c:39]1[CH:40]=[O:34]>>[Cl:1][c:2]1[c:3](-[c:9]2[n:10]([OH:29])[c:11](-[c:21]3[n:22][c:23]([S:27][CH3:28])[n:24][cH:25][cH:26]3)[c:12](-[c:14]3[cH:15][c:16]([Br:20])[cH:17][cH:18][cH:19]3)[n:13]2)[c:4]([Cl:8])[cH:5][c:6]([OH:34])[cH:7]1.